From a dataset of the Open Reaction Database (ORD), a public repository of structured organic reaction records. describe an organic reaction: reactants, conditions, products, and yield Reactants: ClC1=CC=C(C(=O)Cl)C=C1 (4-chlorobenzoyl chloride), C([O-])([O-])=O.[K+].[K+] (potassium carbonate), NC=1C=C2C=3CC(CCC3NC2=CC1)N(C)C (6-amino-3-(dimethyl)amino-1,2,3,4-tetrahydro-9H-carbazole), polystyrene. Run in ClCCl (dichloromethane), CO (methanol). The product is ClC1=CC=C(C(=O)NC=2C=C3C=4CC(CCC4NC3=CC2)N(C)C)C=C1 (6-(4-chlorobenzoyl)amino-3-(dimethyl)amino-1,2,3,4-tetrahydro-9H-carbazole). Yield: 17.1%. As a reaction SMILES: [NH2:1][C:2]1[CH:3]=[C:4]2[C:12](=[CH:13][CH:14]=1)[NH:11][C:10]1[CH2:9][CH2:8][CH:7]([N:15]([CH3:17])[CH3:16])[CH2:6][C:5]2=1.[Cl:18][C:19]1[CH:27]=[CH:26][C:22]([C:23](Cl)=[O:24])=[CH:21][CH:20]=1.C(=O)([O-])[O-].[K+].[K+]>ClCCl.CO>[Cl:18][C:19]1[CH:27]=[CH:26][C:22]([C:23]([NH:1][C:2]2[CH:3]=[C:4]3[C:12](=[CH:13][CH:14]=2)[NH:11][C:10]2[CH2:9][CH2:8][CH:7]([N:15]([CH3:17])[CH3:16])[CH2:6][C:5]3=2)=[O:24])=[CH:21][CH:20]=1 |f:2.3.4|. Procedure details: To a mixture of 10.6 mg (0.046 mMol) 6-amino-3-(dimethyl)amino-1,2,3,4-tetrahydro-9H-carbazole and 14.0 mg (0.12 mMol) polyvinylpyridine in 3.0 mL dichloromethane were added 8.8 μL (0.069 mMol) 4-chlorobenzoyl chloride. The reaction mixture was mixed for 1 day at ambient temperature. To this mixture were then added 160 mg (0.128 mMol) aminomethylated polystyrene and the reaction mixed for an additional 18 hours. The reaction mixture was diluted with 1.0 mL methanol, treated with potassium carbon... Reactants: CCC(O)c1ccc(OC)c(OC(C)C)c1, ClC(Cl)Cl, O=[Mn]=O. Yields the product CCC(=O)c1ccc(OC)c(OC(C)C)c1. As a reaction SMILES: [CH:1]([CH3:2])([CH3:3])[O:4][c:5]1[cH:6][c:7]([CH:13]([CH2:14][CH3:15])[OH:16])[cH:8][cH:9][c:10]1[O:11][CH3:12].[Cl:17][CH:18]([Cl:19])[Cl:20].[O:21]=[Mn:22]=[O:23]>>[CH:1]([CH3:2])([CH3:3])[O:4][c:5]1[cH:6][c:7]([C:13]([CH2:14][CH3:15])=[O:16])[cH:8][cH:9][c:10]1[O:11][CH3:12]. The reactants are O=C(O)C(CO[N+](=O)[O-])(CO[N+](=O)[O-])CO[N+](=O)[O-], O=S(Cl)Cl. The product is O=C(Cl)C(CO[N+](=O)[O-])(CO[N+](=O)[O-])CO[N+](=O)[O-]. As a reaction SMILES: [N+:1](=[O:2])([O-:3])[O:4][CH2:5][C:6]([C:7](=[O:8])[OH:9])([CH2:10][O:11][N+:12](=[O:13])[O-:14])[CH2:15][O:16][N+:17](=[O:18])[O-:19].[S:20]([Cl:21])([Cl:22])=[O:23]>>[N+:1](=[O:2])([O-:3])[O:4][CH2:5][C:6]([C:7](=[O:8])[Cl:22])([CH2:10][O:11][N+:12](=[O:13])[O-:14])[CH2:15][O:16][N+:17](=[O:18])[O-:19]. Reactants: CC(C)(C)OC(=O)C=Cc1ccc(C(=C2CCCCCC2)c2cccc(O)c2)cc1, ClCCl, O=C(O)C(F)(F)F. Yields the product O=C(O)C=Cc1ccc(C(=C2CCCCCC2)c2cccc(O)c2)cc1. RXN SMILES: [C:1]1(=[C:8]([c:9]2[cH:10][cH:11][c:12]([CH:15]=[CH:16][C:17](=[O:18])[O:19][C:20]([CH3:21])([CH3:22])[CH3:23])[cH:13][cH:14]2)[c:24]2[cH:25][c:26]([OH:30])[cH:27][cH:28][cH:29]2)[CH2:2][CH2:3][CH2:4][CH2:5][CH2:6][CH2:7]1.[Cl:38][CH2:39][Cl:40].[F:31][C:32]([F:33])([F:34])[C:35]([OH:36])=[O:37]>>[C:1]1(=[C:8]([c:9]2[cH:10][cH:11][c:12]([CH:15]=[CH:16][C:17](=[O:18])[OH:19])[cH:13][cH:14]2)[c:24]2[cH:25][c:26]([OH:30])[cH:27][cH:28][cH:29]2)[CH2:2][CH2:3][CH2:4][CH2:5][CH2:6][CH2:7]1. The reactants are N(=[N+]=[N-])[C@H]1[C@@H](CCCC1)OCC(=O)O (trans-2-(2'-azidocyclohexyloxy)-acetic acid), S(O)(O)(=O)=O (sulphuric acid), C(C)O (ethanol), ice water. Product: C(C)OC(CO[C@H]1[C@@H](CCCC1)N=[N+]=[N-])=O (trans-Ethyl-2-(2'-azidocyclohexyloxy)-acetate). The yield is 68.0%. RXN SMILES: [N:1]([C@@H:4]1[CH2:9][CH2:8][CH2:7][CH2:6][C@H:5]1[O:10][CH2:11][C:12]([OH:14])=[O:13])=[N+:2]=[N-:3].S(=O)(=O)(O)O.[CH2:20](O)[CH3:21]>>[CH2:20]([O:13][C:12](=[O:14])[CH2:11][O:10][C@@H:5]1[CH2:6][CH2:7][CH2:8][CH2:9][C@H:4]1[N:1]=[N+:2]=[N-:3])[CH3:21]. Procedure details: A solution of trans-2-(2'-azidocyclohexyloxy)-acetic acid (11.16 g, 56 mmoles) and concentrated sulphuric acid (0.8 ml) in anhydrous ethanol (30 ml) was heated for 3 hours at reflux temperature, then the mixture was poured into ice water (150 ml) and extracted with n-hexane (4×60 ml). The combined hexane phases were dried over MgSO4, filtered and the solvent was evaporated. The crude product was distilled in vacuo (boiling point: 129° C./0.67 mbar), yielding 8.6 g (68%) of the title compound in ... Reactants: [H-].[Na+] (sodium hydride), CN1CCC=2NC=3C=CC(=CC3C2CC1)C (3,9-dimethyl-1,2,3,4,5,6-hexahydroazepino[4,5-b]indole), FC1=CC=C(C=C1)C1(OC1)C (2-(4-Fluorophenyl)-2-methyloxirane), C(C(=O)O)(=O)O (oxalic acid). Run in CN(C)C=O (DMF), O (water), C1CCOC1 (THF). Conditions: time 5 minute. The product is FC1=CC=C(C=C1)C(CN1C2=C(C=3C=C(C=CC13)C)CCN(CC2)C)(C)O (2-(4-fluorophenyl)-1-(2,3,4,5-tetrahydro-3,9-dimethylazepino[4,5-b]indol-6(1H)-yl)propan-2-ol), oxalate salt. Reaction SMILES: [H-].[Na+].[CH3:3][N:4]1[CH2:17][CH2:16][C:15]2[C:14]3[CH:13]=[C:12]([CH3:18])[CH:11]=[CH:10][C:9]=3[NH:8][C:7]=2[CH2:6][CH2:5]1.[F:19][C:20]1[CH:25]=[CH:24][C:23]([C:26]2([CH3:29])[CH2:28][O:27]2)=[CH:22][CH:21]=1.C(O)(=O)C(O)=O>CN(C=O)C.C1COCC1.O>[F:19][C:20]1[CH:21]=[CH:22][C:23]([C:26]([OH:27])([CH3:28])[CH2:29][N:8]2[C:9]3[CH:10]=[CH:11][C:12]([CH3:18])=[CH:13][C:14]=3[C:15]3[CH2:16][CH2:17][N:4]([CH3:3])[CH2:5][CH2:6][C:7]2=3)=[CH:24][CH:25]=1 |f:0.1|. Reported procedure: The title compound was prepared by following general procedure 5. To a stirred suspension of sodium hydride (67 mg, 0.28 mmol) in 5 mL of DMF, 3,9-dimethyl-1,2,3,4,5,6-hexahydroazepino[4,5-b]indole (0.2 g, 0.934 mmol) was added and stirred at RT for 5 min. 2-(4-Fluorophenyl)-2-methyloxirane (212 mg, 1.39 mmol) was added slowly dropwise and stirred at RT for 14 h. The reaction was monitored by TLC and LCMS. After completion of the reaction, water was added, extracted with ethyl acetate. The organ... The reactants are C(C)OC1=CC=C(CC2C(N(C(S2)=O)CCNC(OC(C)(C)C)=O)=O)C=C1 (tert-butyl (2-(5-(4-ethoxybenzyl)-2,4-dioxothiazolidin-3-yl)ethyl)carbamate). Solvent: C(=O)(C(F)(F)F)O (TFA), ClCCl (dichloromethane). Run at time 1 hour. Product: NCCN1C(SC(C1=O)CC1=CC=C(C=C1)OCC)=O (3-(2-aminoethyl)-5-(4-ethoxybenzyl)thiazolidine-2,4-dione). RXN SMILES: [CH2:1]([O:3][C:4]1[CH:27]=[CH:26][C:7]([CH2:8][CH:9]2[S:13][C:12](=[O:14])[N:11]([CH2:15][CH2:16][NH:17]C(=O)OC(C)(C)C)[C:10]2=[O:25])=[CH:6][CH:5]=1)[CH3:2]>C(O)(C(F)(F)F)=O.ClCCl>[NH2:17][CH2:16][CH2:15][N:11]1[C:10](=[O:25])[CH:9]([CH2:8][C:7]2[CH:26]=[CH:27][C:4]([O:3][CH2:1][CH3:2])=[CH:5][CH:6]=2)[S:13][C:12]1=[O:14]. Procedure: Compound 5 (80 mg, 0.20 mmol) was dissolved in 50% TFA in dichloromethane (2 mL) and then stirred at room temperature for 1 h. The solvent was removed by evaporation and the residue was dissolved in dioxane (2 mL), and evaporated again. The solid was collected by filtration, washed with ethyl ether, and dried to afford compound 6 in 58.5% (48 mg) yield as a white solid. The reactants are CNS(=O)(=O)CC=1C=C2C=C(NC2=CC1)[Si](C)(C)C (5-[[(Methylamino)sulfonyl]methyl]-2-(trimethylsilyl)-1H-indole), F (hydrofluoric acid). Run in CC#N (CH3CN). Conditions: time 3 hour. Product: CNS(=O)(=O)CC=1C=C2C=CNC2=CC1 (5-[[(Methylamino)sulfonyl]methyl]-1H-indole). Isolated yield 65.1%. As a reaction SMILES: [CH3:1][NH:2][S:3]([CH2:6][C:7]1[CH:8]=[C:9]2[C:13](=[CH:14][CH:15]=1)[NH:12][C:11]([Si](C)(C)C)=[CH:10]2)(=[O:5])=[O:4].F>CC#N>[CH3:1][NH:2][S:3]([CH2:6][C:7]1[CH:8]=[C:9]2[C:13](=[CH:14][CH:15]=1)[NH:12][CH:11]=[CH:10]2)(=[O:5])=[O:4]. Procedure details: 5-[[(Methylamino)sulfonyl]methyl]-2-(trimethylsilyl)-1H-indole (4) (1.0 g, 0.00356 mol) was dissolved in CH3CN (40 mL). Concentrated hydrofluoric acid (HF, 1 mL) was added and the mixture was stirred at RT for 3 h. The solvent was removed in vacuo and the residue was dissolved in EtOAc. The organic phase was extracted sequentially with saturated aqueous NaHCO3 and brine, dried over MgSO4, filtered and concentrated in vacuo. Silica gel chromatography (10-100% EtOAc gradient in hexane) of the resi... The reactants are C(O)([O-])=O.[Na+] (sodium hydrogencarbonate), BrC1=C(C=CC(=C1)C(C)C)C=1C=C(N2C1N=C(C=C2Cl)C)C#N (8-(2-bromo-4-isopropyl-phenyl)-4-chloro-2-methyl-pyrrolo[1,2-a]pyrimidine-6-carbonitrile), C(CC)C(CCC)N (1-propyl-butylamine), C(C)(C)N(C(C)C)CC (N,N-diisopropylethylamine). Solvent: C(C)O (ethanol). Yields the product BrC1=C(C=CC(=C1)C(C)C)C=1C=C(N2C1N=C(C=C2NC(CCC)CCC)C)C#N (8-(2-bromo-4-isopropyl-phenyl)-2-methyl-4-(1-propyl-butylamino)-pyrrolo[1,2-a]pyrimidine-6-carbonitrile). The yield is 89.0%. RXN SMILES: [Br:1][C:2]1[CH:7]=[C:6]([CH:8]([CH3:10])[CH3:9])[CH:5]=[CH:4][C:3]=1[C:11]1[CH:12]=[C:13]([C:22]#[N:23])[N:14]2[C:19](Cl)=[CH:18][C:17]([CH3:21])=[N:16][C:15]=12.[CH2:24]([CH:27]([NH2:31])[CH2:28][CH2:29][CH3:30])[CH2:25][CH3:26].C(N(CC)C(C)C)(C)C.C(=O)([O-])O.[Na+]>C(O)C>[Br:1][C:2]1[CH:7]=[C:6]([CH:8]([CH3:10])[CH3:9])[CH:5]=[CH:4][C:3]=1[C:11]1[CH:12]=[C:13]([C:22]#[N:23])[N:14]2[C:19]([NH:31][CH:27]([CH2:28][CH2:29][CH3:30])[CH2:24][CH2:25][CH3:26])=[CH:18][C:17]([CH3:21])=[N:16][C:15]=12 |f:3.4|. Procedure: A mixture of 8-(2-bromo-4-isopropyl-phenyl)-4-chloro-2-methyl-pyrrolo[1,2-a]pyrimidine-6-carbonitrile (300 mg), 1-propyl-butylamine (267 mg), N,N-diisopropylethylamine (300 mg) in ethanol (1.0 mL) was heated at reflux overnight. The reaction mixture was cooled to room temperature, poured into a saturated aqueous sodium hydrogencarbonate, and then extracted with chloroform. The organic layer was dried over anhydrous sodium sulfate and filtered. The filtrate was concentrated under reduced pressure...